From a dataset of the Open Reaction Database (ORD), a public repository of structured organic reaction records. describe an organic reaction: reactants, conditions, products, and yield Reactants: C(C)[Mg]Br (ethyl magnesium bromide), [NH4+].[Cl-] (NH4Cl), C(C1=CC=CC=C1)N(CCC(=O)OCC)CC1=CC=CC=C1 (ethyl 3-(dibenzylamino)propanoate). Reagents/catalysts: CC([O-])C.[Ti+4].CC([O-])C.CC([O-])C.CC([O-])C (titanium isopropoxide). Solvent: C(C)OCC (ethyl ether). Run at temperature 0 celsius, time 8 hour. The product is C(C1=CC=CC=C1)N(CCC1(CC1)O)CC1=CC=CC=C1 (1-(2-(dibenzylamino)ethyl)cyclopropanol). Yield: 88.0%. Reaction SMILES: [CH2:1]([N:8]([CH2:16][C:17]1[CH:22]=[CH:21][CH:20]=[CH:19][CH:18]=1)[CH2:9][CH2:10][C:11]([O:13]CC)=O)[C:2]1[CH:7]=[CH:6][CH:5]=[CH:4][CH:3]=1.[CH2:23]([Mg]Br)[CH3:24].[NH4+].[Cl-]>C(OCC)C.CC(C)[O-].[Ti+4].CC(C)[O-].CC(C)[O-].CC(C)[O-]>[CH2:16]([N:8]([CH2:1][C:2]1[CH:3]=[CH:4][CH:5]=[CH:6][CH:7]=1)[CH2:9][CH2:10][C:11]1([OH:13])[CH2:24][CH2:23]1)[C:17]1[CH:18]=[CH:19][CH:20]=[CH:21][CH:22]=1 |f:2.3,5.6.7.8.9|. Procedure: Add titanium isopropoxide (860 mg, 3.03 mmol) to a solution of ethyl 3-(dibenzylamino)propanoate (9.0 g, 30.3 mmol) in ethyl ether, cool to 0° C., add ethyl magnesium bromide (3M in Et2O, 30.3 mL) drop-wise over 1 h, maintaining the temperature at ˜0-4° C., allow to warm to RT and stir overnight. Cool to 0° C., add satd. NH4Cl, stir at RT for 15 minutes, make basic with satd. NaHCO3 and extract with EtOAc (2×). Wash the combined organics with brine, dry over MgSO4, concentrate and purify via sil... Starting materials: Cl.C(=O)(O)CCC\C=C/[C@H]1N(C[C@@H](C1)NS(=O)(=O)C1=CC=C(C=C1)Cl)CC=1C=NC=CC1 ((2S,4R)-2-[(Z)-5-carboxy-1-pentenyl]-4-(4-chlorophenylsulfonylamino)-1-(3-pyridylmethyl)pyrrolidine hydrochloride). Run in Cl (hydrochloric acid). Run at temperature 25 celsius, time 1 hour. Product: Cl.C(=O)(O)CCC\C=C/C1N(CC(C1)NS(=O)(=O)C1=CC=C(C=C1)Cl)CC=1C=NC=CC1 ([(Z)-5-carboxy-l-pentenyl]-4-(4-chlorophenylsulfonylamino)-1-(3-pyridylmethyl)pyrrolidine hydrochloride). The yield is 169.1%. As a reaction SMILES: Cl.[C:2]([CH2:5][CH2:6][CH2:7]/[CH:8]=[CH:9]\[C@@H:10]1[CH2:14][C@@H:13]([NH:15][S:16]([C:19]2[CH:24]=[CH:23][C:22]([Cl:25])=[CH:21][CH:20]=2)(=[O:18])=[O:17])[CH2:12][N:11]1[CH2:26][C:27]1[CH:28]=[N:29][CH:30]=[CH:31][CH:32]=1)([OH:4])=[O:3]>Cl>[ClH:25].[C:2]([CH2:5][CH2:6][CH2:7]/[CH:8]=[CH:9]\[CH:10]1[CH2:14][CH:13]([NH:15][S:16]([C:19]2[CH:24]=[CH:23][C:22]([Cl:25])=[CH:21][CH:20]=2)(=[O:17])=[O:18])[CH2:12][N:11]1[CH2:26][C:27]1[CH:28]=[N:29][CH:30]=[CH:31][CH:32]=1)([OH:4])=[O:3] |f:0.1,3.4|. Procedure details: In 1N-hydrochloric acid (44 ml)-purified water (16 ml) was dissolved crude crystal of (2S,4R)-2-[(Z)-5-carboxy-1-pentenyl]-4-(4-chlorophenylsulfonylamino)-1-(3-pyridylmethyl)pyrrolidine hydrochloride (8.0 g, 0.016 mol) followed by addition of activated carbon (0.8 g) and the mixture was stirred at 25° C. for 1 hour. Then, clarification-filtration was carried out using a 0.25μmembrane prefilter and the filtrate was washed with 1N-hydrochloric acid (4 ml)-purified water (8 ml). While the filtrate ... The reactants are C(C(=O)Cl)(=O)Cl (oxalyl chloride), BrC=1C=CC(=NC1)C(=O)O (5-bromopyridine-2-carboxylic acid), CN(C=O)C (N,N-dimethylformamide). The solvent is C(Cl)Cl (methylene chloride). Conditions: time 2 hour. Product: BrC=1C=CC(=NC1)C(=O)Cl (5-Bromopyridine-2-carbonyl chloride). RXN SMILES: [Br:1][C:2]1[CH:3]=[CH:4][C:5]([C:8]([OH:10])=O)=[N:6][CH:7]=1.C(Cl)(=O)C([Cl:14])=O.CN(C)C=O>C(Cl)Cl>[Br:1][C:2]1[CH:3]=[CH:4][C:5]([C:8]([Cl:14])=[O:10])=[N:6][CH:7]=1. Procedure: To a mixture of 5-bromopyridine-2-carboxylic acid (2.5 g, 12 mmol) in methylene chloride (10.0 mL) was added oxalyl chloride (1.6 mL, 18 mmol), followed by N,N-dimethylformamide (0.020 mL, 0.26 mmol). After stirred at RT for 2 h, the mixture was evaporated under reduced pressure. The residue was the acid chloride which was used directly in next step reaction.